Task: describe an organic reaction: reactants, conditions, products, and yield. Dataset: the Open Reaction Database (ORD), a public repository of structured organic reaction records The reactants are OC(C=1N(C=CC1)CCOC)C1=CC=C(C=C1)N(S(=O)(=O)C1=CC=CC=C1)C (N-(4-{1-Hydroxy-1-[1-(2-methoxyethyl)-1H-pyrrol-2-yl]-methyl}-phenyl)-N-methyl-benzenesulfonamide), C(C)[SiH](CC)CC (triethylsilane), B(F)(F)F.CCOCC (boron trifluoride diethyl etherate). Solvent: C(Cl)Cl (CH2Cl2). Reaction conditions: time 2.5 hour. Product: COCCN1C(=CC=C1)CC1=CC=C(C=C1)N(S(=O)(=O)C1=CC=CC=C1)C (N-(4-{1-[1-(2-methoxyethyl)-1H-pyrrol-2-yl]-methyl}-phenyl)-N-methyl-benzenesulfonamide). As a reaction SMILES: O[CH:2]([C:12]1[CH:17]=[CH:16][C:15]([N:18]([CH3:28])[S:19]([C:22]2[CH:27]=[CH:26][CH:25]=[CH:24][CH:23]=2)(=[O:21])=[O:20])=[CH:14][CH:13]=1)[C:3]1[N:4]([CH2:8][CH2:9][O:10][CH3:11])[CH:5]=[CH:6][CH:7]=1.C([SiH](CC)CC)C.B(F)(F)F.CCOCC>C(Cl)Cl>[CH3:11][O:10][CH2:9][CH2:8][N:4]1[CH:5]=[CH:6][CH:7]=[C:3]1[CH2:2][C:12]1[CH:17]=[CH:16][C:15]([N:18]([CH3:28])[S:19]([C:22]2[CH:23]=[CH:24][CH:25]=[CH:26][CH:27]=2)(=[O:20])=[O:21])=[CH:14][CH:13]=1 |f:2.3|. Reported procedure: To a solution of 16 mg (0.04 mmol) of N-(4-{1-hydroxy-1-[1-(2-methoxyethyl)-1H-pyrrol-2-yl]-methyl}-phenyl)-N-methyl-benzenesulfonamide (Example 7) in 1.5 mL CH2Cl2 at 0° C. were added 620 μL (3.88 mmol) of triethylsilane followed by 100 μL (0.79 mmol) of boron trifluoride diethyl etherate dropwise. The mixture was warmed to room temperature and stirred for 2.5 h. After this time, the reaction mixture was cooled to 0° C., quenched by the addition of a saturated aqueous solution of sodium bicarbo... Yields the product ClC=1C=C(CN(C(=O)C=2CN(C(C2O)=O)CCO)C)C=CC1Cl (4-Hydroxy-1-(2-hydroxy-ethyl)-5-oxo-2,5 dihydro-1H-pyrrole-3-carboxylic acid (3,4-dichloro-benzyl)-methyl-amide), foam. Starting materials: C=NCCO (2-methyleneamino-ethanol), ClC=1C=C(CN(C(C=C2OC(OC2=O)(C)C)=O)C)C=CC1Cl (N-(3,4-dichloro-benzyl)-2-(2,2-dimethyl-5-oxo-[1,3]dioxolan-4-ylidene)-N-methyl-acetamide). Reaction conditions: temperature 55 celsius, time 1 hour. Procedure details: To a solution of 2-methyleneamino-ethanol (1 mL, 0.1 mmol) in MeOH (1 mL) was added N-(3,4-dichloro-benzyl)-2-(2,2-dimethyl-5-oxo-[1,3]dioxolan-4-ylidene)-N-methyl-acetamide (0.036 g, 0.1 mmol). The mixture was stirred at 55° C. for 1 h, cooled and purified by preparative HPLC (YMC Combiprep ODS-A, 30 mm×50 mm, MeOH/H2O/0.1% TFA). The title compound was isolated as a white foam (0.018 g, 49% yield). HRMS (M−H) calcd for C15H15N2Cl2O4: 357.04089. found: 357.0396. Yield: 49.0%. The solvent is CO (MeOH). As a reaction SMILES: [CH2:1]=[N:2][CH2:3][CH2:4][OH:5].[Cl:6][C:7]1[CH:8]=[C:9]([CH:24]=[CH:25][C:26]=1[Cl:27])[CH2:10][N:11]([CH3:23])[C:12](=[O:22])[CH:13]=[C:14]1[C:18](=[O:19])OC(C)(C)[O:15]1>CO>[Cl:6][C:7]1[CH:8]=[C:9]([CH:24]=[CH:25][C:26]=1[Cl:27])[CH2:10][N:11]([CH3:23])[C:12]([C:13]1[CH2:1][N:2]([CH2:3][CH2:4][OH:5])[C:18](=[O:19])[C:14]=1[OH:15])=[O:22]. The reactants are O (water), C(C)NCC (diethylamine), C[Al](C)C (trimethylaluminium), ClC=1C=CC=2C3=C(N(C2C1)C)C(N(N=C3CC(=O)OC)C3=CC=CC=C3)=O (methyl 7-chloro-5-methyl-4-oxo-3-phenyl-3,5-dihydro-4H-pyridazino[4,5-b]-indole-1-acetate). The solvent is ClCCl (dichloromethane), C1(=CC=CC=C1)C (toluene). Conditions: time 20 minute. Product: ClC=1C=CC=2C3=C(N(C2C1)C)C(N(N=C3CC(=O)N(CC)CC)C3=CC=CC=C3)=O (7-Chloro-N,N-diethyl-5-methyl-4-oxo-3-phenyl-3,5-dihydro-4H-pyridazino[4,5-b]indole-1-acetamide). Isolated yield 96.0%. Reaction SMILES: [CH2:1]([NH:3][CH2:4][CH3:5])[CH3:2].C[Al](C)C.[Cl:10][C:11]1[CH:12]=[CH:13][C:14]2[C:15]3[C:24]([CH2:25][C:26](OC)=[O:27])=[N:23][N:22]([C:30]4[CH:35]=[CH:34][CH:33]=[CH:32][CH:31]=4)[C:21](=[O:36])[C:16]=3[N:17]([CH3:20])[C:18]=2[CH:19]=1.O>C1(C)C=CC=CC=1.ClCCl>[Cl:10][C:11]1[CH:12]=[CH:13][C:14]2[C:15]3[C:24]([CH2:25][C:26]([N:3]([CH2:4][CH3:5])[CH2:1][CH3:2])=[O:27])=[N:23][N:22]([C:30]4[CH:35]=[CH:34][CH:33]=[CH:32][CH:31]=4)[C:21](=[O:36])[C:16]=3[N:17]([CH3:20])[C:18]=2[CH:19]=1. Reported procedure: 0.41 ml (4 mmol) of diethylamine is added at 0° C. under argon to a solution of 2 ml (4 mmol) of trimethylaluminium (2M in toluene) in 30 ml of toluene, the reaction mixture is stirred for 20 min at room temperature, 0.095 g (0.25 mmol) of methyl 7-chloro-5-methyl-4-oxo-3-phenyl-3,5-dihydro-4H-pyridazino[4,5-b]-indole-1-acetate is added and the reaction mixture is stirred for 4 h at reflux. The mixture is cooled to 4° C., 3 ml of water and dichloromethane are added, the solution is filtered and ...